From a dataset of the Open Reaction Database (ORD), a public repository of structured organic reaction records. describe an organic reaction: reactants, conditions, products, and yield Starting materials: OC(C(=O)OCC)C1=C(C2=CC=CC=C2C=C1C)O (ethyl 2-hydroxy-2-(1-hydroxy-3-methylnaphthalen-2-yl)acetate), Cl(=O)(=O)(=O)O (perchloric acid), C(=O)(O)[O-].[Na+] (NaHCO3). Solvent: C(C)(=O)OC(C)(C)C (tert-butyl acetate). Run at time 3 hour. The product is C(C)(C)(C)OC(C(=O)OCC)C1=C(C2=CC=CC=C2C=C1C)O (ethyl 2-tert-butoxy-2-(1-hydroxy-3-methylnaphthalen-2-yl)acetate). The yield is 75.6%. As a reaction SMILES: [OH:1][CH:2]([C:8]1[C:17]([CH3:18])=[CH:16][C:15]2[C:10](=[CH:11][CH:12]=[CH:13][CH:14]=2)[C:9]=1[OH:19])[C:3]([O:5][CH2:6][CH3:7])=[O:4].Cl(O)(=O)(=O)=O.C([O-])(O)=O.[Na+]>C(OC(C)(C)C)(=O)C>[C:8]([O:1][CH:2]([C:8]1[C:17]([CH3:18])=[CH:16][C:15]2[C:10](=[CH:11][CH:12]=[CH:13][CH:14]=2)[C:9]=1[OH:19])[C:3]([O:5][CH2:6][CH3:7])=[O:4])([CH3:17])([CH3:9])[CH3:2] |f:2.3|. Procedure: A solution of ethyl 2-hydroxy-2-(1-hydroxy-3-methylnaphthalen-2-yl)acetate (622 mg, 2.39 mmol) in tert-butyl acetate (12 mL) was treated with 70% HClO4 (20 μL) at 23° C.). After 3 h, the reaction was added slowly over 5 min to saturated NaHCO3 (25 mL). The resulting system was extracted with DCM (3×15 mL). The combined organic layers were dried (Na2SO4), filtered, and concentrated. Hexane (10 mL) was added, and the mixture was concentrated again. The residue was dissolved in benzene. The solutio... The reactants are C(C)(=O)NC=1C=NC2=CC=CC=C2C1 (3-(acetylamino)quinoline), C(C)(=O)OCC.CCCCCC (ethyl acetate hexane). Reagents/catalysts: [Pd] (palladium-on-charcoal). Run in C(C)O (ethanol). Product: CC(=O)NC1CNC2=CC=CC=C2C1 (3(R,S)-methylcarbonylamino-1,2,3,4-tetrahydroquinoline). RXN SMILES: [C:1]([NH:4][C:5]1[CH:6]=[N:7][C:8]2[C:13]([CH:14]=1)=[CH:12][CH:11]=[CH:10][CH:9]=2)(=[O:3])[CH3:2].C(OCC)(=O)C.CCCCCC>C(O)C.[Pd]>[CH3:2][C:1]([NH:4][CH:5]1[CH2:14][C:13]2[C:8](=[CH:9][CH:10]=[CH:11][CH:12]=2)[NH:7][CH2:6]1)=[O:3] |f:1.2|. Reported procedure: 300 mg of the 3-(acetylamino)quinoline (Rf (D)=0.43) obtained by a single recrystallization from ethyl acetate/hexane are hydrogenated in 10 ml of ethanol in the presence of 60 mg of palladium-on-charcoal (10% of Pd) at 50° C. under normal pressure for 20 h. After the reaction mixture has been filtered over Celite® 545 and the crude product has been purified by chromatography over 25 g of silica gel (mobile phase P), 3(R,S)-methylcarbonylamino-1,2,3,4-tetrahydroquinoline is obtained: Rf (P)=0.49... The reactants are CC(C)=O, CC1(c2ccc([N+](=O)[O-])c(Nc3ccc(F)cc3F)c2)OCCO1. Product: CC(=O)c1ccc([N+](=O)[O-])c(Nc2ccc(F)cc2F)c1. As a reaction SMILES: [CH3:25][C:26](=[O:27])[CH3:28].[F:1][c:2]1[c:3]([NH:9][c:10]2[cH:11][c:12]([C:19]3([CH3:24])[O:20][CH2:23][CH2:22][O:21]3)[cH:13][cH:14][c:15]2[N+:16](=[O:17])[O-:18])[cH:4][cH:5][c:6]([F:8])[cH:7]1>>[F:1][c:2]1[c:3]([NH:9][c:10]2[cH:11][c:12]([C:19](=[O:20])[CH3:24])[cH:13][cH:14][c:15]2[N+:16](=[O:17])[O-:18])[cH:4][cH:5][c:6]([F:8])[cH:7]1. RXN SMILES: [Cl:1][C:2]1[C:3]([C:21]2[S:25][C:24]([C:26]3([O:30]COC)[CH2:29][CH2:28][CH2:27]3)=[N:23][CH:22]=2)=[C:4]2[CH:10]=[C:9]([C:11]3[CH:20]=[CH:19][C:14]4[O:15][CH2:16][CH2:17][O:18][C:13]=4[CH:12]=3)[NH:8][C:5]2=[N:6][CH:7]=1.ClC1C(C2SC(C3(OCOC)CCC3)=NC=2)=C2C=C(C3N=C(C4CCCN(C(OC(C)(C)C)=O)C4)ON=3)NC2=NC=1>>[Cl:1][C:2]1[C:3]([C:21]2[S:25][C:24]([C:26]3([OH:30])[CH2:29][CH2:28][CH2:27]3)=[N:23][CH:22]=2)=[C:4]2[CH:10]=[C:9]([C:11]3[CH:20]=[CH:19][C:14]4[O:15][CH2:16][CH2:17][O:18][C:13]=4[CH:12]=3)[NH:8][C:5]2=[N:6][CH:7]=1. Procedure details: The title compound was prepared as described in Example 22E, substituting 1-(5-(5-chloro-2-(2,3-dihydrobenzo[b][1,4]dioxin-6-yl)-1H-pyrrolo[2,3-b]pyridin-4-yl)thiazol-2-yl)cyclobutanol (Example 75B) for 1 tert-butyl 3-(3-(5-chloro-4-(2-(1-(methoxymethoxy)cyclobutyl)thiazol-5-yl)-1H-pyrrolo[2,3-b]pyridin-2-yl)-1,2,4-oxadiazol-5-yl)piperidine-1-carboxylate (Example 22D). 1H NMR (500 MHz, DMSO-d6) ppm 12.42 (s, 1H) 8.29 (s, 1H) 8.25 (s, 1H) 7.56 (d, 1H) 7.49 (dd, 1H) 6.94 (m, 2H) 6.66 (s, 1H) 4.29 ... The reactants are ClC=1C(=C2C(=NC1)NC(=C2)C2=CC1=C(OCCO1)C=C2)C2=CN=C(S2)C2(CCC2)OCOC (5-(5-chloro-2-(2,3-dihydrobenzo[b][1,4]dioxin-6-yl)-1H-pyrrolo[2,3-b]pyridin-4-yl)-2-(1-(methoxymethoxy)cyclobutyl)thiazole), ClC=1C(=C2C(=NC1)NC(=C2)C2=NOC(=N2)C2CN(CCC2)C(=O)OC(C)(C)C)C2=CN=C(S2)C2(CCC2)OCOC (tert-butyl 3-(3-(5-chloro-4-(2-(1-(methoxymethoxy)cyclobutyl)thiazol-5-yl)-1H-pyrrolo[2,3-b]pyridin-2-yl)-1,2,4-oxadiazol-5-yl)piperidine-1-carboxylate). The product is ClC=1C(=C2C(=NC1)NC(=C2)C2=CC1=C(OCCO1)C=C2)C2=CN=C(S2)C2(CCC2)O (1-(5-(5-chloro-2-(2,3-dihydrobenzo[b][1,4]dioxin-6-yl)-1H-pyrrolo[2,3-b]pyridin-4-yl)thiazol-2-yl)cyclobutanol). The reactants are C1CO1 (ethylene oxide), CC1(NC(CC(C1)CO)(C)C)C (2,2,6,6-tetramethyl-4-hydroxymethyl-piperidine), steel. Solvent: CO (methanol). Run at temperature 120 celsius, time 6 hour. The product is OCCN1C(CC(CC1(C)C)CO)(C)C ((1-2-hydroxyethyl)-2,2,6,6-tetramethyl-4-hydroxymethyl-piperidine). Reaction SMILES: [CH3:1][C:2]1([CH3:12])[CH2:7][CH:6]([CH2:8][OH:9])[CH2:5][C:4]([CH3:11])([CH3:10])[NH:3]1.[CH2:13]1[O:15][CH2:14]1>CO>[OH:15][CH2:14][CH2:13][N:3]1[C:4]([CH3:11])([CH3:10])[CH2:5][CH:6]([CH2:8][OH:9])[CH2:7][C:2]1([CH3:12])[CH3:1]. Reported procedure: 25 g of 2,2,6,6-tetramethyl-4-hydroxymethyl-piperidine of Example 1 (0.146 moles) were dissolved in 50 cc of methanol and added with 8 g (0.18 moles) of ethylene oxide. The solution was introduced into a steel autoclave and heated under stirring during 6 hours at 120° C. Then the solvent was evaporated and the residue was crystallized from acetonitrile. 30 g of product having a M.P. of 81°-83° C. were obtained, the product being characterized by N.M.R. and I.R. analyses and recognized as the pro... Reactants: OC(C)C1=CC=C(C(=O)[O-])C=C1 (4-(1-hydroxyethyl)benzoate), C1(=CC=CC=C1)P(C1=CC=CC=C1)C1=CC=CC=C1 (triphenylphosphine), C1=C(C=CC=C1O)C (m-cresol), CC(C)OC(=O)/N=N/C(=O)OC(C)C (diisopropylazodicarboxylate). The solvent is O1CCCC1 (tetrahydrofuran). Reaction conditions: time 30 minute. Product: C1(=CC(=CC=C1)OC(C)C1=CC=C(C(=O)OC)C=C1)C (methyl 4-(1-(m-tolyloxy)ethyl)benzoate). The yield is 32.8%. As a reaction SMILES: [OH:1][CH:2]([C:4]1[CH:12]=[CH:11][C:7]([C:8]([O-:10])=[O:9])=[CH:6][CH:5]=1)[CH3:3].[C:13]1(P(C2C=CC=CC=2)C2C=CC=CC=2)C=CC=CC=1.[CH:32]1[C:37](O)=[CH:36][CH:35]=[CH:34][C:33]=1[CH3:39].CC(OC(/N=N/C(OC(C)C)=O)=O)C>O1CCCC1>[C:33]1([CH3:39])[CH:34]=[CH:35][CH:36]=[C:37]([O:1][CH:2]([C:4]2[CH:12]=[CH:11][C:7]([C:8]([O:10][CH3:13])=[O:9])=[CH:6][CH:5]=2)[CH3:3])[CH:32]=1. Procedure: To the solution of 4-(1-hydroxyethyl)benzoate (300 mg, 1.67 mmol) in tetrahydrofuran (50 mL) was added triphenylphosphine (569 mg, 2.17 mmol) and m-cresol (180 mg, 1.67 mmol), the solution was stirred for 30 minutes at room temperature, then diisopropylazodicarboxylate (438 mg, 2.17 mmol) was added dropwise to the solution at 0° C., the mixture was stirred at room temperature for 12 hours. Then the mixture was concentrated and purified by column chromatography (silica gel, Petroleum ether/ethyl ... Reactants: CCOC1(OCC)CCCN1C, CCOCC, [Cl-], ClCc1ccc(Cl)cc1, [Mg], [NH4+]. Product: CN1CCCC1=Cc1ccc(Cl)cc1. Reaction SMILES: [CH2:11]([O:12][C:14]1([O:13][CH2:20][CH3:21])[N:15]([CH3:19])[CH2:16][CH2:17][CH2:18]1)[CH3:22].[CH3:25][CH2:26][O:27][CH2:28][CH3:29].[Cl-:23].[Cl:1][c:2]1[cH:3][cH:4][c:5]([CH2:6][Cl:7])[cH:8][cH:9]1.[Mg:10].[NH4+:24]>>[Cl:1][c:2]1[cH:3][cH:4][c:5]([CH:6]=[C:14]2[N:15]([CH3:19])[CH2:16][CH2:17][CH2:18]2)[cH:8][cH:9]1.